This data is from the Open Reaction Database (ORD), a public repository of structured organic reaction records. The task is: describe an organic reaction: reactants, conditions, products, and yield Reactants: C(C)(=O)N1C(C(C2=CC=C(C=C12)C(=O)OC)=C(C1=CC=CC=C1)OCC)=O (1-acetyl-3-(1-ethoxy-1-phenylmethylene)-6-methoxycarbonyl-2-indolinone), CC1=C(N=CN1)C1=CC=C(N)C=C1 (4-(5-methyl-imidazol-4-yl)-aniline). Product: CC1=C(N=CN1)C1=CC=C(N\C(\C2=CC=CC=C2)=C\2/C(NC3=CC(=CC=C23)C(=O)OC)=O)C=C1 (3-Z-[1-(4-(5-methyl-imidazol-4-yl)-anilino)-1-phenyl-methylene]-6-methoxycarbonyl-2-indolinone). Reaction SMILES: C([N:4]1[C:12]2[C:7](=[CH:8][CH:9]=[C:10]([C:13]([O:15][CH3:16])=[O:14])[CH:11]=2)[C:6](=[C:17](OCC)[C:18]2[CH:23]=[CH:22][CH:21]=[CH:20][CH:19]=2)[C:5]1=[O:27])(=O)C.[CH3:28][C:29]1[NH:33][CH:32]=[N:31][C:30]=1[C:34]1[CH:40]=[CH:39][C:37]([NH2:38])=[CH:36][CH:35]=1>>[CH3:28][C:29]1[NH:33][CH:32]=[N:31][C:30]=1[C:34]1[CH:40]=[CH:39][C:37]([NH:38]/[C:17](=[C:6]2\[C:5](=[O:27])[NH:4][C:12]3[C:7]\2=[CH:8][CH:9]=[C:10]([C:13]([O:15][CH3:16])=[O:14])[CH:11]=3)/[C:18]2[CH:23]=[CH:22][CH:21]=[CH:20][CH:19]=2)=[CH:36][CH:35]=1. Procedure details: Prepared from 1-acetyl-3-(1-ethoxy-1-phenylmethylene)-6-methoxycarbonyl-2-indolinone and 4-(5-methyl-imidazol-4-yl)-aniline Rf value: 0.5 (silica gel, methylene chloride/methanol/ammonia=10:1:0.01) C27H22N4O3 Starting materials: [H-].[Na+] (sodium hydride), O=C1NC2(C(N1C1=CC(=C(C#N)C=C1)C(F)(F)F)=O)CCOCC2 (4-(2,4-dioxo-8-oxa-1,3-diazaspiro[4.5]decan-3-yl)-2-(trifluoromethyl)-benzonitrile), CS(=O)C (dimethylsulfoxide). Solvent: O (water). Reaction conditions: time 30 minute. The product is O=C1N(C2(C(N1C1=CC(=C(C#N)C=C1)C(F)(F)F)=O)CCOCC2)CCCCO (4-(2,4-dioxo-1-(4-hydroxybutyl)-8-oxa-1,3-diazaspiro[4.5]decan-3-yl)-2-(trifluoromethyl)-benzonitrile). Isolated yield 179.0%. Reaction SMILES: [H-].[Na+].[O:3]=[C:4]1[N:8]([C:9]2[CH:16]=[CH:15][C:12]([C:13]#[N:14])=[C:11]([C:17]([F:20])([F:19])[F:18])[CH:10]=2)[C:7](=[O:21])[C:6]2([CH2:26][CH2:25][O:24][CH2:23][CH2:22]2)[NH:5]1.CS(C)=O>O>[O:3]=[C:4]1[N:8]([C:9]2[CH:16]=[CH:15][C:12]([C:13]#[N:14])=[C:11]([C:17]([F:20])([F:18])[F:19])[CH:10]=2)[C:7](=[O:21])[C:6]2([CH2:26][CH2:25][O:24][CH2:23][CH2:22]2)[N:5]1[CH2:23][CH2:22][CH2:6][CH2:7][OH:21] |f:0.1|. Procedure: 55 mg of 50% sodium hydride were introduced and 340 mg of the product of Example 2 and 25 ml of dimethylsulfoxide were added dropwise over 25 minutes. Rinsing was carried out with 0,5 ml of dimethylsulfoxide and 20 minutes after the release of hydrogen had stopped, 0.41 g of 4-iodobutoxy-trimethyl-silane was added. The mixture was allowed to react for 18 hours at ambient temperature and the reaction medium was then poured into 10 ml of water. Extraction was carried out 4 times with ether and the... The reactants are O=C(Cl)c1cc(C(F)(F)F)cc(C(F)(F)F)c1, [H][H], O, [Pd]. The product is O=Cc1cc(C(F)(F)F)cc(C(F)(F)F)c1. Reaction SMILES: [F:1][C:2]([c:3]1[cH:4][c:5]([C:6](=[O:7])[Cl:8])[cH:9][c:10]([C:12]([F:13])([F:14])[F:15])[cH:11]1)([F:16])[F:17].[H:18][H:19].[OH2:21].[Pd:20]>>[F:1][C:2]([c:3]1[cH:4][c:5]([CH:6]=[O:7])[cH:9][c:10]([C:12]([F:13])([F:14])[F:15])[cH:11]1)([F:16])[F:17]. Reactants: O (water), C(C)(=O)OC=1C=CC=2C[C@@H]3[C@@H]4CCOC[C@@]4(C2C1)CCN3C (3-Acetoxy-17-methyl-6-oxamorphinan), C([O-])([O-])=O.[K+].[K+] (potassium carbonate), C1(=CC=CC=C1)OC(=O)Cl (phenylchloroformate). Solvent: C1(=CC=CC=C1)C (toluene). Yields the product C(C)(=O)OC=1C=CC=2C[C@@H]3[C@@H]4CCOC[C@@]4(C2C1)CCN3C(=O)OC3=CC=CC=C3 (3-Acetoxy-17-carbophenoxy-6-oxamorphinan). RXN SMILES: [C:1]([O:4][C:5]1[CH:6]=[CH:7][C:8]2[CH2:9][C@H:10]3[N:21]([CH3:22])[CH2:20][CH2:19][C@@:16]4([C:17]=2[CH:18]=1)[C@H:11]3[CH2:12][CH2:13][O:14][CH2:15]4)(=[O:3])[CH3:2].C(=O)([O-])[O-:24].[K+].[K+].[C:29]1([O:35]C(Cl)=O)[CH:34]=[CH:33][CH:32]=[CH:31][CH:30]=1.O>C1(C)C=CC=CC=1>[C:1]([O:4][C:5]1[CH:6]=[CH:7][C:8]2[CH2:9][C@H:10]3[N:21]([C:22]([O:35][C:29]4[CH:34]=[CH:33][CH:32]=[CH:31][CH:30]=4)=[O:24])[CH2:20][CH2:19][C@@:16]4([C:17]=2[CH:18]=1)[C@H:11]3[CH2:12][CH2:13][O:14][CH2:15]4)(=[O:3])[CH3:2] |f:1.2.3|. Procedure: A mixture of XXVI (0.01 m) from Step (a) above, 4 g potassium carbonate and phenylchloroformate (0.03 m) in 50 ml toluene is heated at reflux for 24 hours. The cooled reaction mixture is treated with water. The toluene layer is separated, dried (MgSO4), filtered and concentrated to give the title product as a crude oil used directly in the next reaction. Starting materials: O (water), C(C)(=O)O[C@@H](CC(=O)O)CBr ((S)-3-acetoxy-4-bromobutyric acid), CO (methanol), [OH-].C(CCC)[N+](CCCC)(CCCC)CCCC (tetrabutylammonium hydroxide). Run at time 2 hour. Product: C(CCC)[N+](CCCC)(CCCC)CCCC.O1[C@@H](CC(=O)[O-])C1 ((S)-3,4-epoxybutyric acid tetrabutylammonium salt). RXN SMILES: O.C([O:5][C@H:6]([CH2:11]Br)[CH2:7][C:8]([OH:10])=[O:9])(=O)C.CO.[OH-].[CH2:16]([N+:20]([CH2:29][CH2:30][CH2:31][CH3:32])([CH2:25][CH2:26][CH2:27][CH3:28])[CH2:21][CH2:22][CH2:23][CH3:24])[CH2:17][CH2:18][CH3:19]>>[CH2:29]([N+:20]([CH2:16][CH2:17][CH2:18][CH3:19])([CH2:21][CH2:22][CH2:23][CH3:24])[CH2:25][CH2:26][CH2:27][CH3:28])[CH2:30][CH2:31][CH3:32].[O:5]1[CH2:11][C@@H:6]1[CH2:7][C:8]([O-:10])=[O:9] |f:3.4,5.6|. Procedure details: A solution of distilled water (10 ml), (S)-3-acetoxy-4-bromobutyric acid (0.9 g, 0.004 mol) and 1.0M methanol (12 ml, 0.012 mol) in tetrabutylammonium hydroxide was charged to 100 ml flask equipped with a thermometer, pH meter and agitator, and stirred at 0˜5° C. for 2 hours to give (S)-3,4-epoxybutyric acid tetrabutylammonium salt. It was confirmed by a NMR analysis that more than 99% (S)-3,4-epoxybutyric acid tetrabutylammonium salt was converted. Starting materials: CCC(C)O, CCCCCC, Clc1nnc(-c2ccccc2)c2ccccc12, Nc1ccc(Oc2ncccc2B(O)O)cc1. Product: OB(O)c1cccnc1Oc1ccc(Nc2nnc(-c3ccccc3)c3ccccc23)cc1. RXN SMILES: [CH3:35][CH2:36][CH:37]([OH:38])[CH3:39].[CH3:40][CH2:41][CH2:42][CH2:43][CH2:44][CH3:45].[Cl:18][c:19]1[n:20][n:21][c:22](-[c:29]2[cH:30][cH:31][cH:32][cH:33][cH:34]2)[c:23]2[cH:24][cH:25][cH:26][cH:27][c:28]12.[NH2:1][c:2]1[cH:3][cH:4][c:5]([O:6][c:7]2[n:8][cH:9][cH:10][cH:11][c:12]2[B:13]([OH:14])[OH:15])[cH:16][cH:17]1>>[NH:1]([c:2]1[cH:3][cH:4][c:5]([O:6][c:7]2[n:8][cH:9][cH:10][cH:11][c:12]2[B:13]([OH:14])[OH:15])[cH:16][cH:17]1)[c:19]1[n:20][n:21][c:22](-[c:29]2[cH:30][cH:31][cH:32][cH:33][cH:34]2)[c:23]2[cH:24][cH:25][cH:26][cH:27][c:28]12. Reactants: CB(O)O, [Cs+], [F-], CC(=O)N(Cc1cc(C(F)(F)F)cc(C(F)(F)F)c1)C1CCCNc2c(Br)cc(C(F)(F)F)cc21, C1COCCO1. Product: CC(=O)N(Cc1cc(C(F)(F)F)cc(C(F)(F)F)c1)C1CCCNc2c(C)cc(C(F)(F)F)cc21. Reaction SMILES: [CH3:36][B:37]([OH:38])[OH:39].[Cs+:41].[F-:40].[F:1][C:2]([c:3]1[cH:4][c:5]([CH2:6][N:7]([C:8]([CH3:9])=[O:10])[CH:11]2[c:12]3[c:13]([c:18]([Br:26])[cH:19][c:20]([C:22]([F:23])([F:24])[F:25])[cH:21]3)[NH:14][CH2:15][CH2:16][CH2:17]2)[cH:27][c:28]([C:30]([F:31])([F:32])[F:33])[cH:29]1)([F:34])[F:35].[O:42]1[CH2:43][CH2:44][O:45][CH2:46][CH2:47]1>>[F:1][C:2]([c:3]1[cH:4][c:5]([CH2:6][N:7]([C:8]([CH3:9])=[O:10])[CH:11]2[c:12]3[c:13]([c:18]([CH3:36])[cH:19][c:20]([C:22]([F:23])([F:24])[F:25])[cH:21]3)[NH:14][CH2:15][CH2:16][CH2:17]2)[cH:27][c:28]([C:30]([F:31])([F:32])[F:33])[cH:29]1)([F:34])[F:35].